Task: describe an organic reaction: reactants, conditions, products, and yield. Dataset: the Open Reaction Database (ORD), a public repository of structured organic reaction records Reactants: BrC1=NC=C(C=N1)F (2-bromo-5-fluoropyrimidine), C([O-])([O-])=O.[K+].[K+] (potassium carbonate), C(#N)C1=C(C=CC=C1)B(O)O ((2-cyanophenyl)boronic acid). Reagents/catalysts: C1=CC=C(C=C1)P([C-]2C=CC=C2)C3=CC=CC=C3.C1=CC=C(C=C1)P([C-]2C=CC=C2)C3=CC=CC=C3.Cl[Pd]Cl.[Fe+2] ([1,1′-bis(diphenylphosphino)ferrocene]dichloropalladium(II)). Run in CN(C)C=O (DMF). Reaction conditions: time 35 minute. The product is FC=1C=NC(=NC1)C1=C(C#N)C=CC=C1 (2-(5-Fluoropyrimidin-2-yl)benzonitrile). Reaction SMILES: Br[C:2]1[N:7]=[CH:6][C:5]([F:8])=[CH:4][N:3]=1.C(=O)([O-])[O-].[K+].[K+].[C:15]([C:17]1[CH:22]=[CH:21][CH:20]=[CH:19][C:18]=1B(O)O)#[N:16]>CN(C=O)C.C1C=CC(P(C2C=CC=CC=2)[C-]2C=CC=C2)=CC=1.C1C=CC(P(C2C=CC=CC=2)[C-]2C=CC=C2)=CC=1.Cl[Pd]Cl.[Fe+2]>[F:8][C:5]1[CH:4]=[N:3][C:2]([C:18]2[CH:19]=[CH:20][CH:21]=[CH:22][C:17]=2[C:15]#[N:16])=[N:7][CH:6]=1 |f:1.2.3,6.7.8.9|. Reported procedure: A suspension of 2-bromo-5-fluoropyrimidine (CAS number 947533-45-1; 301 mg, 1.70 mmol), potassium carbonate (705 mg, 5.10 mmol) and [1,1′-bis(diphenylphosphino)ferrocene]dichloropalladium(II) (62 mg, 0.085 mmol) in DMF (5 ml) was purged and evacuated with nitrogen. To this was then added (2-cyanophenyl)boronic acid (CAS number 138642-62-3; 300 mg, 2.04 mmol) and the reaction was subjected to microwave irradiation at 140° C. for 10 minutes and then at 130° C. for 35 minutes. The reaction was part...